Dataset: the Open Reaction Database (ORD), a public repository of structured organic reaction records. Task: describe an organic reaction: reactants, conditions, products, and yield Isolated yield 102.1%. RXN SMILES: Br[C:2]1[CH:7]=[C:6]([C:8]([F:11])([F:10])[F:9])[CH:5]=[C:4]([N+:12]([O-:14])=[O:13])[CH:3]=1.C([O-])([O-])=O.[Cs+].[Cs+].[CH3:21][N:22]1[CH2:27][CH2:26][CH:25]([NH2:28])[CH2:24][CH2:23]1.O1CCOCC1>CC([O-])=O.CC([O-])=O.[Pd+2].C1C=CC(P(C2C(C3C(P(C4C=CC=CC=4)C4C=CC=CC=4)=CC=C4C=3C=CC=C4)=C3C(C=CC=C3)=CC=2)C2C=CC=CC=2)=CC=1.CO.C(Cl)Cl>[CH3:21][N:22]1[CH2:27][CH2:26][CH:25]([NH:28][C:2]2[CH:7]=[C:6]([C:8]([F:11])([F:10])[F:9])[CH:5]=[C:4]([N+:12]([O-:14])=[O:13])[CH:3]=2)[CH2:24][CH2:23]1 |f:1.2.3,6.7.8|. Procedure: Add 1-bromo-3-nitro-5-(trifluoromethyl)benzene (3 g, 11.11 mmol), Cs2CO3 (9.5 g, 27.78 mmol), 1-methylpiperidin-4-amine (1.9 g, 16.67 mmol) to 1,4-dioxane (25 mL), then under N2, add Pd(OAc)2 (50 mg, 0.22 mmol) and BINAP (207 mg, 0.33 mmol). Stir the reaction at 120° C. under N2 overnight. TLC (DCM:MeOH=10:1) shows the reaction is complete. Cool to room temperature and filter off the solid. Concentrate the filtrate to get the crude product. Purification by chromatography (silica gel, DCM:MeOH-10... Starting materials: BrC1=CC(=CC(=C1)C(F)(F)F)[N+](=O)[O-] (1-bromo-3-nitro-5-(trifluoromethyl)benzene), C(=O)([O-])[O-].[Cs+].[Cs+] (Cs2CO3), CN1CCC(CC1)N (1-methylpiperidin-4-amine), O1CCOCC1 (1,4-dioxane). Solvent: C(Cl)Cl (DCM), CO (MeOH). Reagents/catalysts: CC(=O)[O-].CC(=O)[O-].[Pd+2] (Pd(OAc)2), C=1C=CC(=CC1)P(C=2C=CC=CC2)C3=CC=C4C=CC=CC4=C3C5=C6C=CC=CC6=CC=C5P(C=7C=CC=CC7)C=8C=CC=CC8 (BINAP). The product is CN1CCC(CC1)NC1=CC(=CC(=C1)C(F)(F)F)[N+](=O)[O-] (1-methyl-N-[3-nitro-5-(trifluoromethyl)phenyl]piperidin-4-amine). As a reaction SMILES: [CH2:1]([C:3]1[C:4](=[O:20])[NH:5][C:6](=[O:19])[NH:7][C:8]=1[C:9](=[O:18])[C:10]1[CH:15]=[C:14]([CH3:16])[CH:13]=[C:12]([CH3:17])[CH:11]=1)[CH3:2].[CH3:21][C:22]1[CH:23]=[C:24]([CH:27]=[C:28]([CH3:30])[CH:29]=1)[CH2:25]Br>>[CH3:21][C:22]1[CH:29]=[C:28]([CH:27]=[C:24]([CH3:25])[CH:23]=1)[CH2:30][N:7]1[C:8]([C:9](=[O:18])[C:10]2[CH:11]=[C:12]([CH3:17])[CH:13]=[C:14]([CH3:16])[CH:15]=2)=[C:3]([CH2:1][CH3:2])[C:4](=[O:20])[NH:5][C:6]1=[O:19]. The reactants are C(C)C=1C(NC(NC1C(C1=CC(=CC(=C1)C)C)=O)=O)=O (5-Ethyl-6-(3,5-dimethylbenzoyl)-2,4-pyrimidinedione), CC=1C=C(CBr)C=C(C1)C (3,5-dimethylbenzyl bromide). Product: CC=1C=C(CN2C(NC(C(=C2C(C2=CC(=CC(=C2)C)C)=O)CC)=O)=O)C=C(C1)C (1-(3,5-Dimethylbenzyl)-5-ethyl-6-(3,5-dimethylbenzoyl)-2,4-pyrimidinedione). Yield: 73.8%. Procedure details: 5-Ethyl-6-(3,5-dimethylbenzoyl)-2,4-pyrimidinedione and 3,5-dimethylbenzyl bromide were reacted by the same way with the example 1 to obtain the titled compound (288 mg, yield: 73.8%). The reactants are C(CCC)[Li] (n-butyllithium), C(C)(C)C=1CC2=C(C=CC=C2C1)C1=CC=CC=C1 (2-i-propyl-7-phenylindene), [Cl-].[NH4+] (ammonium chloride), C[Si](Cl)(Cl)C (dimethyldichlorosilane). The reagents and catalysts are [Cu]C#N (copper (I) cyanide). The solvent is C(C)OCC (diethyl ether), CCCCCC (hexane), CCCCCC (n-hexane). Reaction conditions: time 2 hour. The product is C[Si](C1C(=CC2=C(C=CC=C12)C1=CC=CC=C1)C(C)C)(C1C(=CC2=C(C=CC=C12)C1=CC=CC=C1)C(C)C)C (dimethylbis(2-i-propyl-4-phenylindenyl)silane). Isolated yield 92.5%. Reaction SMILES: [CH2:1]([Li])[CH2:2][CH2:3][CH3:4].[CH:6]([C:9]1[CH2:10][C:11]2[C:16]([CH:17]=1)=[CH:15][CH:14]=[CH:13][C:12]=2[C:18]1[CH:23]=[CH:22][CH:21]=[CH:20][CH:19]=1)([CH3:8])[CH3:7].[CH3:24][Si:25]([CH3:28])(Cl)Cl.[Cl-].[NH4+]>[Cu]C#N.CCCCCC.C(OCC)C>[CH3:24][Si:25]([CH3:28])([CH:17]1[C:16]2[C:11](=[C:12]([C:18]3[CH:19]=[CH:20][CH:21]=[CH:22][CH:23]=3)[CH:13]=[CH:14][CH:15]=2)[CH:10]=[C:9]1[CH:6]([CH3:8])[CH3:7])[CH:1]1[C:22]2[C:4](=[C:18]([C:12]3[CH:13]=[CH:14][CH:15]=[CH:16][CH:11]=3)[CH:19]=[CH:20][CH:21]=2)[CH:3]=[C:2]1[CH:6]([CH3:8])[CH3:7] |f:3.4|. Procedure details: Under nitrogen atmosphere, 24.5 ml of 1.63 M hexane solution of n-butyllithium (40 mmol) was dripped down at -78° C. into 90 ml of a diethyl ether suspension of 9.37 g (40.0 mmol) of 2-i-propyl-7-phenylindene and 0.1 g (1.0 mmol) of copper (I) cyanide. After completion of the dripping, the temperature was slowly elevated to room temperature and the mixture was stirred at room temperature for 2 hours. Again, the mixture was cooled down to -78° C. and 2.58 g (20.0 mmol) of dimethyldichlorosilane w... Reactants: O (water), C(C)OC(=O)C=1N=C2N(C3=CC=C(C=C3NC2=O)S(=O)(=O)C)C1C (2-ethoxycarbonyl-1-methyl-7-methylsulfonylimidazo[1,2-a]quinoxalin-4(5H)-one), Cl (hydrochloride). Solvent: [OH-].[K+] (potassium hydroxide). Run at temperature 80 celsius, time 6 hour. Product: C(=O)(O)C=1N=C2N(C3=CC=C(C=C3NC2=O)S(=O)(=O)C)C1C (2-Carboxy-1-methyl-7-methylsulfonylimidazo[1,2-a]quinoxalin-4(5H)-one). Isolated yield 25.3%. Reaction SMILES: C([O:3][C:4]([C:6]1[N:7]=[C:8]2[C:17](=[O:18])[NH:16][C:15]3[C:10](=[CH:11][CH:12]=[C:13]([S:19]([CH3:22])(=[O:21])=[O:20])[CH:14]=3)[N:9]2[C:23]=1[CH3:24])=[O:5])C.O.Cl>[OH-].[K+]>[C:4]([C:6]1[N:7]=[C:8]2[C:17](=[O:18])[NH:16][C:15]3[C:10](=[CH:11][CH:12]=[C:13]([S:19]([CH3:22])(=[O:20])=[O:21])[CH:14]=3)[N:9]2[C:23]=1[CH3:24])([OH:5])=[O:3] |f:3.4|. Procedure: A suspension of 2-ethoxycarbonyl-1-methyl-7-methylsulfonylimidazo[1,2-a]quinoxalin-4(5H)-one (430 mg, 1.23 mmol) in 2M potassium hydroxide (15 ml) was stirred at 80° C. for 6 h. The reaction mixture was added water (10 ml) and pH adjusted to pH 7 with 1N hydrochloride acid. The precipitate was filtered off and washed with water to give 100 mg (25%) of the title compound as the potassium salt. M.p. 228° C. Reactants: CCCc1c(O)c(C(C)=O)cc(Cl)c1OCCCOc1ccc2ccc(OCC(=O)OC)cc2c1C(C)=O, CO. The product is CCCc1c(O)c(C(C)=O)cc(Cl)c1OCCCOc1ccc2ccc(OCC(=O)O)cc2c1C(C)=O. RXN SMILES: [CH3:1][O:2][C:3]([CH2:4][O:5][c:6]1[cH:7][c:8]2[c:9]([C:35]([CH3:36])=[O:37])[c:10]([O:16][CH2:17][CH2:18][CH2:19][O:20][c:21]3[c:22]([CH2:32][CH2:33][CH3:34])[c:23]([OH:31])[c:24]([C:28]([CH3:29])=[O:30])[cH:25][c:26]3[Cl:27])[cH:11][cH:12][c:13]2[cH:14][cH:15]1)=[O:38].[CH3:39][OH:40]>>[O:2]=[C:3]([CH2:4][O:5][c:6]1[cH:7][c:8]2[c:9]([C:35]([CH3:36])=[O:37])[c:10]([O:16][CH2:17][CH2:18][CH2:19][O:20][c:21]3[c:22]([CH2:32][CH2:33][CH3:34])[c:23]([OH:31])[c:24]([C:28]([CH3:29])=[O:30])[cH:25][c:26]3[Cl:27])[cH:11][cH:12][c:13]2[cH:14][cH:15]1)[OH:38]. Reactants: C(C)OC(=O)OC=1C=C2C(C(=COC2=CC1OC(=O)OCC)C(=O)O)=O (6,7-Bis(ethoxycarbonyloxy)chromone-3-carboxylic acid), S(=O)(Cl)Cl (thionyl chloride). Solvent: C1=CC=CC=C1 (benzene). Product: C(C)OC(=O)OC=1C=C2C(C(=COC2=CC1OC(=O)OCC)C(=O)Cl)=O (6,7-Bis(ethoxycarbonyloxy)chromone-3-carbonyl chloride). RXN SMILES: [CH2:1]([O:3][C:4]([O:6][C:7]1[CH:8]=[C:9]2[C:14](=[CH:15][C:16]=1[O:17][C:18]([O:20][CH2:21][CH3:22])=[O:19])[O:13][CH:12]=[C:11]([C:23](O)=[O:24])[C:10]2=[O:26])=[O:5])[CH3:2].S(Cl)([Cl:29])=O>C1C=CC=CC=1>[CH2:1]([O:3][C:4]([O:6][C:7]1[CH:8]=[C:9]2[C:14](=[CH:15][C:16]=1[O:17][C:18]([O:20][CH2:21][CH3:22])=[O:19])[O:13][CH:12]=[C:11]([C:23]([Cl:29])=[O:24])[C:10]2=[O:26])=[O:5])[CH3:2]. Procedure: 6,7-Bis(ethoxycarbonyloxy)chromone-3-carboxylic acid (1.1 g) was dissolved in benzene (20 ml) and thionyl chloride (2 ml) was added dropwise at room temperature with stirring. Then, the mixture was relfuxed with stirring. The reaction mixture was concentrated, and n-hexane was added to the concentrate to crystallize it. The resulting crystals were collected by filtration, washed with n-hexane and dired to afford the desired product (980 mg).